Dataset: the Open Reaction Database (ORD), a public repository of structured organic reaction records. Task: describe an organic reaction: reactants, conditions, products, and yield The reactants are C(C)[C@H]1[C@H](C[C@@H](C1)O)C(=O)O ((1S,2R,4R)-2-ethyl-4-hydroxycyclopentanecarboxylic acid), CC(C)(C)[Si](C)(C)Cl (TBDMSCl), N1C=NC=C1 (imidazole). Solvent: CN(C)C=O (DMF), [Si](C)(C)(C(C)(C)C)O[C@@H]1C[C@H]([C@H](C1)C(=O)O)CC ((1S,2R,4R)-4-(tert-butyldimethylsilyloxy)-2-ethylcyclopentanecarboxylic acid). Run at time 2 day. The product is [Si](C)(C)(C(C)(C)C)OC1CC(C(C1)C(=O)O)CC (4-(tert-butyldimethylsilyloxy)-2-ethylcyclopentanecarboxylic acid). Reaction SMILES: [CH2:1]([C@@H:3]1[CH2:7][C@@H:6]([OH:8])[CH2:5][C@@H:4]1[C:9]([OH:11])=[O:10])[CH3:2].[CH3:12][C:13]([Si:16](Cl)([CH3:18])[CH3:17])([CH3:15])[CH3:14].N1C=CN=C1>CN(C=O)C.[Si](O[C@H]1C[C@H](C(O)=O)[C@H](CC)C1)(C(C)(C)C)(C)C>[Si:16]([O:8][CH:6]1[CH2:5][CH:4]([C:9]([OH:11])=[O:10])[CH:3]([CH2:1][CH3:2])[CH2:7]1)([C:13]([CH3:15])([CH3:14])[CH3:12])([CH3:18])[CH3:17]. Procedure details: To a scalemic mixture enriched in (1S,2R,4R)-2-ethyl-4-hydroxycyclopentanecarboxylic acid (2.56 g, 16.21 mmol) in DMF (10.81 mL) was added TBDMSCl (2.93 g, 19.45 mmol) and imidazole (2.76 g, 40.5 mmol). The reaction mixture was stirred at ambient temperature for about 2 days then extracted with pentane (3×25 mL). The combined pentane layers were washed with water (25 mL) and brine (25 mL), dried over anhydrous MgSO4, filtered and concd under reduced pressure. The residue was purified using silic... The reactants are c1ccc2c(c1)CCNC2, COc1ccc(C(=O)N2c3ccccc3C(O)CC2C)cc1OC. Yields the product COc1ccc(C(=O)N2c3ccccc3C(N3CCc4ccccc4C3)CC2C)cc1OC. RXN SMILES: [CH2:25]1[NH:26][CH2:27][CH2:28][c:29]2[cH:30][cH:31][cH:32][cH:33][c:34]21.[CH3:1][O:2][c:3]1[cH:4][c:5]([C:6](=[O:7])[N:8]2[CH:9]([CH3:19])[CH2:10][CH:11]([OH:18])[c:12]3[cH:13][cH:14][cH:15][cH:16][c:17]32)[cH:20][cH:21][c:22]1[O:23][CH3:24]>>[CH3:1][O:2][c:3]1[cH:4][c:5]([C:6](=[O:7])[N:8]2[CH:9]([CH3:19])[CH2:10][CH:11]([N:26]3[CH2:25][c:34]4[c:29]([cH:30][cH:31][cH:32][cH:33]4)[CH2:28][CH2:27]3)[c:12]3[cH:13][cH:14][cH:15][cH:16][c:17]32)[cH:20][cH:21][c:22]1[O:23][CH3:24]. Solvent: C1CCOC1 (THF). The reactants are C(CCC)[Li] (n-butyl lithium), BrC1=NC=CC=C1 (2-bromopyridine), O1CCC(CC1)=O (tetrahydro-4H-pyran-4-one). Conditions: temperature -78 celsius, time 10 minute. The product is OC1(CCOCC1)C1=NC=CC=C1 (2-(4-Hydroxytetrahydropyran-4-yl)pyridine). RXN SMILES: Br[C:2]1[CH:7]=[CH:6][CH:5]=[CH:4][N:3]=1.C([Li])CCC.[O:13]1[CH2:18][CH2:17][C:16](=[O:19])[CH2:15][CH2:14]1>C1COCC1>[OH:19][C:16]1([C:2]2[CH:7]=[CH:6][CH:5]=[CH:4][N:3]=2)[CH2:17][CH2:18][O:13][CH2:14][CH2:15]1. Reported procedure: To a stirred, cooled solution of 2-bromopyridine (5 g, 31.65 mmol) in THF (75 mL) at −78° C. was added n-butyl lithium (2.5 M in hexanes, 12.66 mL, 31.65 mmol) dropwise and the solution stirred at −78° C. for 10 minutes. After this time, tetrahydro-4H-pyran-4-one (3.49 g, 34.81 mmol) was added, the reaction warmed to ambient temperature and stirred overnight. The reaction was then quenched with saturated aqueous ammonium chloride solution and the THF removed in vacuo. The resultant aqueous phase... The yield is 61.2%. The reactants are ICCCCCC (1-iodohexane), C(CC(CCC)=O)C(=O)OCC (ethyl hexan-3-onecarboxylate), alkoxide, [Na] (sodium). Solvent: C(C)O (ethanol). The product is C(CCCCC)C(CC(=O)OCC)C(CCC)=O (Ethyl 2-Hexylhexan-3-onecarboxylate). RXN SMILES: [Na].[CH2:2]([C:9]([O:11][CH2:12][CH3:13])=[O:10])[CH2:3][C:4](=[O:8])[CH2:5][CH2:6][CH3:7].I[CH2:15][CH2:16][CH2:17][CH2:18][CH2:19][CH3:20]>C(O)C>[CH2:15]([CH:3]([C:4](=[O:8])[CH2:5][CH2:6][CH3:7])[CH2:2][C:9]([O:11][CH2:12][CH3:13])=[O:10])[CH2:16][CH2:17][CH2:18][CH2:19][CH3:20] |^1:0|. Procedure: Under an atmosphere of argon, 1.59 g (69.3 mmol) of sodium were added a little at a time to 50 ml of ethanol. The mixture was then stirred under reflux until a homogeneous solution was obtained. 11.0 g (69.3 mmol) of ethyl hexan-3-onecarboxylate were added to the hot alkoxide solution, and the mixture was stirred for 45 min. 6.51 ml (7.93 g, 52.5 mmol) of 1-iodohexane were then slowly added dropwise to the boiling mixture. The mixture was stirred under reflux for 16 h, cooled to room temperature... Reactants: C1(CC1)CBr (cyclopropylmethyl bromide), FC1=CC=C(CBr)C=C1 (4-fluorobenzyl bromide), C(C)(=O)C1=C(N=C(S1)N1C(NCC1)=O)C (1-(5-acetyl-4-methylthiazol-2-yl)imidazolidin-2-one). Yields the product C(C)(=O)C1=C(N=C(S1)N1C(N(CC1)CC1=CC=C(C=C1)F)=O)C (1-(5-acetyl-4-methylthiazol-2-yl)-3-(4-fluorobenzyl)imidazolidin-2-one). The yield is 98.0%. As a reaction SMILES: C1(CBr)CC1.[F:6][C:7]1[CH:14]=[CH:13][C:10]([CH2:11]Br)=[CH:9][CH:8]=1.[C:15]([C:18]1[S:22][C:21]([N:23]2[CH2:27][CH2:26][NH:25][C:24]2=[O:28])=[N:20][C:19]=1[CH3:29])(=[O:17])[CH3:16]>>[C:15]([C:18]1[S:22][C:21]([N:23]2[CH2:27][CH2:26][N:25]([CH2:11][C:10]3[CH:13]=[CH:14][C:7]([F:6])=[CH:8][CH:9]=3)[C:24]2=[O:28])=[N:20][C:19]=1[CH3:29])(=[O:17])[CH3:16]. Procedure details: Following the procedure as describe in Preparation 19, making variations as required to replace cyclopropylmethyl bromide with 4-fluorobenzyl bromide to react with 1-(5-acetyl-4-methylthiazol-2-yl)imidazolidin-2-one, the title compound was obtained in 98% yield (3.27 g): 1H NMR (300 MHz, CDCl3) δ 7.32-7.22 (m, 2H), 7.07-6.97 (m, 2H), 4.45 (s, 2H), 4.10-4.04 (m, 2H), 3.48-3.37 (m, 2H), 2.67 (s, 3H), 2.38 (s, 3H); MS (ES+) m/z 334.1 (M+1). Starting materials: 38g, C(CO)O (ethylene glycol), C1(=CC=C(C=C1)S(=O)(=O)O)C (paratoluene sulphonic acid), ClC=1C=C2C(=CNC2=CC1)CC(C)=O (5-chloro-3-(2-oxopropyl)indole), O (water). The solvent is C1=CC=CC=C1 (benzene). Conditions: time 3 hour. Yields the product ClC=1C=C2C(=CNC2=CC1)CC(C)C1OCCO1 (5-chloro-3-[2-(1,3-dioxolan-2-yl)propyl] indole). Reaction SMILES: [CH2:1]([OH:4])[CH2:2][OH:3].[C:5]1(C)C=CC(S(O)(=O)=O)=CC=1.[Cl:16][C:17]1[CH:18]=[C:19]2[C:23](=[CH:24][CH:25]=1)[NH:22][CH:21]=[C:20]2[CH2:26][C:27](=O)[CH3:28].O>C1C=CC=CC=1>[Cl:16][C:17]1[CH:18]=[C:19]2[C:23](=[CH:24][CH:25]=1)[NH:22][CH:21]=[C:20]2[CH2:26][CH:27]([CH:28]1[O:4][CH2:1][CH2:2][O:3]1)[CH3:5]. Reported procedure: 38g (0.61 mole) of ethylene glycol and 1.4 g of paratoluene sulphonic acid are added to 6.35g of 5-chloro-3-(2-oxopropyl)indole dissolved in 320 ml of anhydrous benzene. This mixture is brought to reflux and held thereat for 3 hours, the water formed being separated. The reaction mixture is dissolved in an aqueous solution of sodium bicarbonate and filtered to eliminate the insoluble material. The organic phase is decanted, dried and concentrated. The product obtained is recrystallised from etha...